The task is: describe an organic reaction: reactants, conditions, products, and yield. This data is from the Open Reaction Database (ORD), a public repository of structured organic reaction records. The reactants are ClCCl, CS(=O)(=O)Cl, CCN(C(C)C)C(C)C, O=C(c1cccc(CO)n1)N1CCOCC1. The product is O=C(c1cccc(CCl)n1)N1CCOCC1. RXN SMILES: [CH2:31]([Cl:32])[Cl:33].[CH3:26][S:27]([Cl:28])(=[O:29])=[O:30].[CH:17]([N:18]([CH:19]([CH3:20])[CH3:21])[CH2:22][CH3:23])([CH3:24])[CH3:25].[OH:1][CH2:2][c:3]1[cH:4][cH:5][cH:6][c:7]([C:9](=[O:10])[N:11]2[CH2:12][CH2:13][O:14][CH2:15][CH2:16]2)[n:8]1>>[CH2:2]([c:3]1[cH:4][cH:5][cH:6][c:7]([C:9](=[O:10])[N:11]2[CH2:12][CH2:13][O:14][CH2:15][CH2:16]2)[n:8]1)[Cl:28].